From a dataset of the Open Reaction Database (ORD), a public repository of structured organic reaction records. describe an organic reaction: reactants, conditions, products, and yield The reactants are BrC1=C(C=C2OCCC=3SC(=NC3C2=C1)C(=O)N)F (13-bromo-12-fluoro-9-oxa-5-thia-3-azatricyclo[8.4.0.0[2,6]]tetradeca-1(14),2(6),3,10,12-pentaene-4-carboxamide), FCC(C#C)(O)C (1-fluoro-2-methylbut-3-yn-2-ol), Pd(PPh3)Cl2. Solvent: CS(=O)C (DMSO), C(C)N(CC)CC (triethylamine), O (water). The product is FC1=CC2=C(C=3N=C(SC3CCO2)C(=O)N)C=C1C#CC(CF)(C)O ((±)-8-Fluoro-9-(4-fluoro-3-hydroxy-3-methyl-but-1-ynyl)-4,5-dihydro-6-oxa-3-thia-1-aza-benzo[e]azulene-2-carboxylic acid amide). As a reaction SMILES: Br[C:2]1[CH:15]=[C:14]2[C:5]([O:6][CH2:7][CH2:8][C:9]3[S:10][C:11]([C:16]([NH2:18])=[O:17])=[N:12][C:13]=32)=[CH:4][C:3]=1[F:19].[F:20][CH2:21][C:22]([CH3:26])([OH:25])[C:23]#[CH:24]>CS(C)=O.C(N(CC)CC)C.O>[F:19][C:3]1[C:2]([C:24]#[C:23][C:22]([OH:25])([CH3:26])[CH2:21][F:20])=[CH:15][C:14]2[C:13]3[N:12]=[C:11]([C:16]([NH2:18])=[O:17])[S:10][C:9]=3[CH2:8][CH2:7][O:6][C:5]=2[CH:4]=1. Reported procedure: The title compound was prepared according to a procedure similar to that described in Procedure G. Into a 10-mL sealed tube purged and maintained with an inert atmosphere of nitrogen, was placed a suspension of 13-bromo-12-fluoro-9-oxa-5-thia-3-azatricyclo[8.4.0.0[2,6]]tetradeca-1(14),2(6),3,10,12-pentaene-4-carboxamide (200 mg, 0.58 mmol, 1.00 equiv), 1-fluoro-2-methylbut-3-yn-2-ol (360 mg, 1.76 mmol, 3.00 equiv) and Pd(PPh3)Cl2 (82 mg, 0.20 equiv) in DMSO (0.5 mL) and triethylamine (0.5 mL). T... The reactants are O=C(c1cccnc1)c1cc(Br)cc(Br)c1, CC(=O)[O-], CS(C)=O, [K+]. As a reaction SMILES: [Br:1][c:2]1[cH:3][c:4]([C:9](=[O:10])[c:11]2[cH:12][n:13][cH:14][cH:15][cH:16]2)[cH:5][c:6]([Br:8])[cH:7]1.[CH3:18][C:19]([O-:20])=[O:21].[CH3:22][S:23]([CH3:24])=[O:25].[K+:17]>>[Br:1][c:2]1[cH:3][c:4]([C:9](=[O:10])[c:11]2[cH:12][n:13][cH:14][cH:15][cH:16]2)[cH:5][c:6]([OH:20])[cH:7]1. The product is O=C(c1cccnc1)c1cc(O)cc(Br)c1. The reactants are N(=[N+]=[N-])[C@H]1[C@H](OC(C)=O)O[C@@H]([C@H]([C@@H]1OC(C)=O)OC(C)=O)COC(C)=O (2-azido-2-deoxy-1,3,4,6-tetra-O-acetyl-β-D-glucopyranose), OC1=CC=C(C=C1)S (4-hydroxythiophenol). Run in C(Cl)Cl (CH2Cl2). Run at temperature 45 celsius. The product is N(=[N+]=[N-])[C@H]1C(O[C@@H]([C@H]([C@@H]1OC(C)=O)OC(C)=O)COC(C)=O)SC1=CC=C(C=C1)O (2-azido-1,2-dideoxy-1-(4-hydroxyphenylthio)-3,4,6-tri-O-acetyl-α,β-D-glucopyranose). The yield is 89.5%. Reaction SMILES: [N:1]([C@@H:4]1[C@@H:13]([O:14][C:15](=[O:17])[CH3:16])[C@H:12]([O:18][C:19](=[O:21])[CH3:20])[C@@H:11]([CH2:22][O:23][C:24](=[O:26])[CH3:25])[O:10][C@H:5]1OC(=O)C)=[N+:2]=[N-:3].[OH:27][C:28]1[CH:33]=[CH:32][C:31]([SH:34])=[CH:30][CH:29]=1>C(Cl)Cl>[N:1]([C@@H:4]1[C@@H:13]([O:14][C:15](=[O:17])[CH3:16])[C@H:12]([O:18][C:19](=[O:21])[CH3:20])[C@@H:11]([CH2:22][O:23][C:24](=[O:26])[CH3:25])[O:10][CH:5]1[S:34][C:31]1[CH:32]=[CH:33][C:28]([OH:27])=[CH:29][CH:30]=1)=[N+:2]=[N-:3]. Reported procedure: To a solution of 2-azido glucose tetraacetate 57 (0.222 g, 0.59 mmol) in 6.6 mL of CH2Cl2 is added 4-hydroxythiophenol (0.146 g, 1.15 mmol) followed by boron trifluoride diethyl ether complex (15.9 mL, 18.4 g. 141 mmol). The reaction mixture is heated at 45° C. for 12 h and then quenched by the addition of 2 mL of H2O. The reaction mixture is diluted with 25 mL of CH2Cl2, washed with H2O (10 mL), saturated NaCl (10 mL), dried over Na2SO4, filtered, and concentrated to afford 0.232 g of crude 2-a... Reactants: CC(=O)O[BH-](OC(C)=O)OC(C)=O, C=O, CC(=O)O, NC1CC2CCC1C2, ClCCl, O=Cc1ccc([N+](=O)[O-])cc1, [Na+], [Na+], [OH-]. Yields the product CN(Cc1ccc([N+](=O)[O-])cc1)C1CC2CCC1C2. As a reaction SMILES: [C:1]([O:2][BH-:3]([O:4][C:5](=[O:6])[CH3:7])[O:8][C:9](=[O:10])[CH3:11])(=[O:12])[CH3:13].[CH2:34]=[O:35].[CH3:41][C:42](=[O:43])[OH:44].[CH:26]12[CH:27]([NH2:33])[CH2:28][CH:29]([CH2:30][CH2:31]1)[CH2:32]2.[Cl:38][CH2:39][Cl:40].[N+:15](=[O:16])([O-:17])[c:18]1[cH:19][cH:20][c:21]([CH:22]=[O:23])[cH:24][cH:25]1.[Na+:14].[Na+:37].[OH-:36]>>[CH3:1][N:33]([CH2:22][c:21]1[cH:20][cH:19][c:18]([N+:15](=[O:16])[O-:17])[cH:25][cH:24]1)[CH:27]1[CH:26]2[CH2:31][CH2:30][CH:29]([CH2:28]1)[CH2:32]2. Starting materials: BrC1=CC(=C(C#N)C=C1)F (4-bromo-2-fluorobenzonitrile), NCCO (2-aminoethanol), Cl (HCl), C(C)(C)O (isopropanol), CC(C)([O-])C.[K+] (potassium tert-butoxide), O1CCCC1 (tetrahydrofuran). The solvent is CC1OCCC1 (2-methyltetrahydrofuran). Reaction conditions: temperature 0 celsius, time 30 minute. Yields the product Cl.NCCOC1=C(C#N)C=CC(=C1)Br (2-(2-aminoethoxy)-4-bromobenzonitrile hydrochloride). Yield: 87.0%. RXN SMILES: [Br:1][C:2]1[CH:9]=[CH:8][C:5]([C:6]#[N:7])=[C:4](F)[CH:3]=1.[NH2:11][CH2:12][CH2:13][OH:14].CC(C)([O-])C.[K+].O1CCCC1.[ClH:26].C(O)(C)C>CC1CCCO1>[ClH:26].[NH2:11][CH2:12][CH2:13][O:14][C:4]1[CH:3]=[C:2]([Br:1])[CH:9]=[CH:8][C:5]=1[C:6]#[N:7] |f:2.3,8.9|. Procedure: Alternatively, reaction of 11 with 2-aminoethanol and potassium tert-butoxide displaces fluorine to give 2-(2-aminoethoxy)-4-bromobenzonitrile hydrochloride 37. Ring closure of 37 with trimethylaluminum gave 33 (Scheme 14). A solution of 11 (10 g, 50 mmol) and 2-aminoethanol (3.1 mL, 50.8 mmol) in 2-methyltetrahydrofuran (80 mL) was cooled to 0° C. and a solution of 1M potassium tert-butoxide in tetrahydrofuran (55 mL, 55 mmol) was slowly added while maintaining the solution temperature below 5°... Reactants: NC=1C(=NC(=CC1C(=O)OC)Br)C=1C=NC(=CC1)OC (methyl 3-amino-6-bromo-6′-methoxy-2,3′-bipyridine-4-carboxylate), COC1=CC=C(C=C1)B(O)O (4-methoxyphenylboronic acid), [F-].[Cs+] (cesium fluoride). The reagents and catalysts are C=1C=CC(=CC1)[P](C=2C=CC=CC2)(C=3C=CC=CC3)[Pd]([P](C=4C=CC=CC4)(C=5C=CC=CC5)C=6C=CC=CC6)([P](C=7C=CC=CC7)(C=8C=CC=CC8)C=9C=CC=CC9)[P](C=1C=CC=CC1)(C=1C=CC=CC1)C=1C=CC=CC1 (tetrakis(triphenylphosphine)palladium(0)). Run at temperature 80 celsius. The product is NC=1C(=NC(=CC1C(=O)OC)C1=CC=C(C=C1)OC)C=1C=NC(=CC1)OC (methyl 3-amino-6′-methoxy-6-(4-methoxyphenyl)-2,3′-bipyridine-4-carboxylate). Yield: 67.6%. As a reaction SMILES: [NH2:1][C:2]1[C:3]([C:13]2[CH:14]=[N:15][C:16]([O:19][CH3:20])=[CH:17][CH:18]=2)=[N:4][C:5](Br)=[CH:6][C:7]=1[C:8]([O:10][CH3:11])=[O:9].[CH3:21][O:22][C:23]1[CH:28]=[CH:27][C:26](B(O)O)=[CH:25][CH:24]=1.[F-].[Cs+]>C1C=CC([P]([Pd]([P](C2C=CC=CC=2)(C2C=CC=CC=2)C2C=CC=CC=2)([P](C2C=CC=CC=2)(C2C=CC=CC=2)C2C=CC=CC=2)[P](C2C=CC=CC=2)(C2C=CC=CC=2)C2C=CC=CC=2)(C2C=CC=CC=2)C2C=CC=CC=2)=CC=1>[NH2:1][C:2]1[C:3]([C:13]2[CH:14]=[N:15][C:16]([O:19][CH3:20])=[CH:17][CH:18]=2)=[N:4][C:5]([C:26]2[CH:27]=[CH:28][C:23]([O:22][CH3:21])=[CH:24][CH:25]=2)=[CH:6][C:7]=1[C:8]([O:10][CH3:11])=[O:9] |f:2.3,^1:37,39,58,77|. Procedure details: A mixture of methyl 3-amino-6-bromo-6′-methoxy-2,3′-bipyridine-4-carboxylate (165 mg, 0.49 mmol), 4-methoxyphenylboronic acid (89 mg, 0.59 mmol), cesium fluoride (178 mg, 1.17 mmol) and tetrakis(triphenylphosphine)palladium(0) (28 mg, 0.024 mmol) in a vial was flushed with nitrogen. Dimethoxyethane (2.4 mL) was added and the reaction was heated at 80° C. overnight. It was partitioned between ethyl acetate and a saturated aqueous solution of sodium bicarbonate. The organic phase was separated, wa...